From a dataset of the Open Reaction Database (ORD), a public repository of structured organic reaction records. describe an organic reaction: reactants, conditions, products, and yield Starting materials: [OH-].[Na+] (NaOH), N=1SN=C2C1C=CC(=C2)C=2C(OC(C2CC2=CC=CC=C2)(C2=CC=C(C=C2)OC)O)=O (3-(2,1,3-benzothiadiazol-5-yl)-4-benzyl-5-hydroxy-5-(4-methoxyphenyl)-5H-furan-2-one). Solvent: CO (methanol). The product is N=1SN=C2C1C=CC(=C2)C(C(=O)[O-])=C(C(=O)C2=CC=C(C=C2)OC)CC2=CC=CC=C2.[Na+] (Sodium 2-(2,1,3-benzothiadiazol-5-yl)-3-benzyl-4-(4-methoxyphenyl)-4-oxo-2-butenoate). Reaction SMILES: [OH-].[Na+:2].[N:3]1[S:4][N:5]=[C:6]2[CH:11]=[C:10]([C:12]3[C:13](=[O:33])[O:14][C:15]([OH:32])([C:24]4[CH:29]=[CH:28][C:27]([O:30][CH3:31])=[CH:26][CH:25]=4)[C:16]=3[CH2:17][C:18]3[CH:23]=[CH:22][CH:21]=[CH:20][CH:19]=3)[CH:9]=[CH:8][C:7]=12>CO>[N:3]1[S:4][N:5]=[C:6]2[CH:11]=[C:10]([C:12](=[C:16]([CH2:17][C:18]3[CH:19]=[CH:20][CH:21]=[CH:22][CH:23]=3)[C:15]([C:24]3[CH:29]=[CH:28][C:27]([O:30][CH3:31])=[CH:26][CH:25]=3)=[O:32])[C:13]([O-:33])=[O:14])[CH:9]=[CH:8][C:7]=12.[Na+:2] |f:0.1,4.5|. Procedure: 0.7 ml of 0.1 N NaOH is added to a suspension of 30 mg of 3-(2,1,3-benzothiadiazol-5-yl)-4-benzyl-5-hydroxy-5-(4-methoxyphenyl)-5H-furan-2-one in 1 ml of methanol and the mixture is stirred at room temperature. The solvent is removed, the residue is partitioned between water and diethyl ether, and the agueous phase is then lyophilized. Sodium 2-(2,1,3-benzothiadiazol-5-yl)-3-benzyl-4-(4-methoxyphenyl)-4-oxo-2-butenoate, FAB 453, is obtained. As a reaction SMILES: C1(C(C2C=CC=CC=2)(C2C=CC=CC=2)[N:8]2[CH:12]=[C:11]([CH2:13][CH2:14][CH2:15]O)[N:10]=[CH:9]2)C=CC=CC=1.[OH:29][C:30]1[CH:35]=[CH:34][C:33]([C:36](=[O:44])[CH2:37][C:38]2[CH:43]=[CH:42][CH:41]=[CH:40][CH:39]=2)=[CH:32][CH:31]=1>>[NH:8]1[CH:12]=[C:11]([CH2:13][CH2:14][CH2:15][O:29][C:30]2[CH:31]=[CH:32][C:33]([C:36](=[O:44])[CH2:37][C:38]3[CH:39]=[CH:40][CH:41]=[CH:42][CH:43]=3)=[CH:34][CH:35]=2)[N:10]=[CH:9]1. Procedure details: 5 mmol of 3-(1-triphenylmethyl-1H-imidazol-4-yl)propanol and 6 mmol of (4-hydroxyphenyl)-2-phenylethanone are treated as described in Example 56, but crystallized in the form of hydrogen oxalate from diethyl ether and ethanol. The product is N1C=NC(=C1)CCCOC1=CC=C(C=C1)C(CC1=CC=CC=C1)=O (4-(3-(1H-Imidazol-4-yl)propyloxy)phenyl-2-phenylethanone). The reactants are C1(=CC=CC=C1)C(N1C=NC(=C1)CCCO)(C1=CC=CC=C1)C1=CC=CC=C1 (3-(1-triphenylmethyl-1H-imidazol-4-yl)propanol), OC1=CC=C(C=C1)C(CC1=CC=CC=C1)=O ((4-hydroxyphenyl)-2-phenylethanone). The reactants are BrCCCCCCBr, [Na+], [OH-], O, OCCc1ccc2ccccc2c1. Yields the product BrCCCCCCOCCc1ccc2ccccc2c1. Reaction SMILES: [Br:14][CH2:15][CH2:16][CH2:17][CH2:18][CH2:19][CH2:20][Br:21].[Na+:23].[OH-:22].[OH2:24].[cH:1]1[c:2]([CH2:11][CH2:12][OH:13])[cH:3][cH:4][c:5]2[cH:6][cH:7][cH:8][cH:9][c:10]12>>[cH:1]1[c:2]([CH2:11][CH2:12][O:13][CH2:20][CH2:19][CH2:18][CH2:17][CH2:16][CH2:15][Br:14])[cH:3][cH:4][c:5]2[cH:6][cH:7][cH:8][cH:9][c:10]12. Starting materials: NC1=NC=2C=C(C=CC2C2=C1N=C(N2CC2CCN(CC2)C(=O)OC(C)(C)C)COCC)C2=CC=CC=C2 (tert-Butyl 4-[(4-amino-2-ethoxymethyl-7-phenyl-1H-imidazo[4,5-c]quinolin-1-yl)methyl]piperidine-1-carboxylate), [OH-].[NH4+] (ammonium hydroxide). Product: C(C)OCC=1N(C2=C(C(=NC=3C=C(C=CC23)C2=CC=CC=C2)N)N1)CC1CCNCC1 (2-ethoxymethyl-7-phenyl-1-(piperidin-4-ylmethyl)-1H-imidazo[4,5-c]quinolin-4-amine). Solvent: O (water). Procedure: tert-Butyl 4-[(4-amino-2-ethoxymethyl-7-phenyl-1H-imidazo[4,5-c]quinolin-1-yl)methyl]piperidine-1-carboxylate (0.64 g) was deprotected according to the method described in Example 177. The crude solid was dissolved in water (10 mL), and ammonium hydroxide was added until the solution was basic. The mixture was then extracted with chloroform (2×10 mL), and the combined extracts were dried over magnesium sulfate, filtered, and concentrated under reduced pressure. The residue was recrystallized fro... As a reaction SMILES: [NH2:1][C:2]1[C:11]2[N:12]=[C:13]([CH2:29][O:30][CH2:31][CH3:32])[N:14]([CH2:15][CH:16]3[CH2:21][CH2:20][N:19](C(OC(C)(C)C)=O)[CH2:18][CH2:17]3)[C:10]=2[C:9]2[CH:8]=[CH:7][C:6]([C:33]3[CH:38]=[CH:37][CH:36]=[CH:35][CH:34]=3)=[CH:5][C:4]=2[N:3]=1.[OH-].[NH4+]>O>[CH2:31]([O:30][CH2:29][C:13]1[N:14]([CH2:15][CH:16]2[CH2:17][CH2:18][NH:19][CH2:20][CH2:21]2)[C:10]2[C:9]3[CH:8]=[CH:7][C:6]([C:33]4[CH:38]=[CH:37][CH:36]=[CH:35][CH:34]=4)=[CH:5][C:4]=3[N:3]=[C:2]([NH2:1])[C:11]=2[N:12]=1)[CH3:32] |f:1.2|. Yield: 54.3%. Starting materials: C(C=C)OC(=O)N1CCOC2=C(C1)C=C(C=C2)C=2C=CC1=C(N(C(=N1)C)C(=O)OC(C)(C)C)C2 (7-[1-[(1,1-dimethylethoxy)carbonyl]-2-methyl-1H-benzimidazol-6-yl]-2,3-dihydro-1,4-benzoxazepine-4(5H)-carboxylic acid 2-propenyl ester), C1CCOC1 (THF), C(C)(=O)O[BH-](OC(C)=O)OC(C)=O.[Na+] (sodium triacetoxyborohydride). The reagents and catalysts are C=1C=CC(=CC1)[P](C=2C=CC=CC2)(C=3C=CC=CC3)[Pd]([P](C=4C=CC=CC4)(C=5C=CC=CC5)C=6C=CC=CC6)([P](C=7C=CC=CC7)(C=8C=CC=CC8)C=9C=CC=CC9)[P](C=1C=CC=CC1)(C=1C=CC=CC1)C=1C=CC=CC1 (tetrakis(triphenylphosphine)palladium). Solvent: C(Cl)(Cl)Cl (chloroform). Product: CC1=NC2=C(N1C(=O)OC(C)(C)C)C=C(C=C2)C=2C=CC1=C(CNCCO1)C2 (1,1-dimethylethyl 2-methyl-6-(2,3,4,5-tetrahydro-1,4-benzoxazepin-7-yl)-1H-benzimidazole-1-carboxylate). Yield: 106.9%. RXN SMILES: C(OC([N:7]1[CH2:13][C:12]2[CH:14]=[C:15]([C:18]3[CH:19]=[CH:20][C:21]4[N:25]=[C:24]([CH3:26])[N:23]([C:27]([O:29][C:30]([CH3:33])([CH3:32])[CH3:31])=[O:28])[C:22]=4[CH:34]=3)[CH:16]=[CH:17][C:11]=2[O:10][CH2:9][CH2:8]1)=O)C=C.C1COCC1.C(O[BH-](OC(=O)C)OC(=O)C)(=O)C.[Na+]>C(Cl)(Cl)Cl.C1C=CC([P]([Pd]([P](C2C=CC=CC=2)(C2C=CC=CC=2)C2C=CC=CC=2)([P](C2C=CC=CC=2)(C2C=CC=CC=2)C2C=CC=CC=2)[P](C2C=CC=CC=2)(C2C=CC=CC=2)C2C=CC=CC=2)(C2C=CC=CC=2)C2C=CC=CC=2)=CC=1>[CH3:26][C:24]1[N:23]([C:27]([O:29][C:30]([CH3:33])([CH3:31])[CH3:32])=[O:28])[C:22]2[CH:34]=[C:18]([C:15]3[CH:16]=[CH:17][C:11]4[O:10][CH2:9][CH2:8][NH:7][CH2:13][C:12]=4[CH:14]=3)[CH:19]=[CH:20][C:21]=2[N:25]=1 |f:2.3,^1:61,63,82,101|. Procedure: 7-[1-[(1,1-dimethylethoxy)carbonyl]-2-methyl-1H-benzimidazol-6-yl]-2,3-dihydro-1,4-benzoxazepine-4(5H)-carboxylic acid 2-propenyl ester (110 mg, 0.27 mmol) was taken into THF (1 mL) followed by addition of sodium triacetoxyborohydride (254 mg, 1.2 mmol) then tetrakis(triphenylphosphine)palladium (0) (6.1 mg, 0.005 mmol) and the mixture was stirred for 1 h at room temperature. The mixture was diluted with chloroform and partitioned with dilute aqueous sodium bicarbonate. The aqueous phase was ext... Yields the product COC(=O)c1ccc(OC(=O)CO)cc1. Reaction SMILES: [CH3:1][O:2][C:3]([c:4]1[cH:5][cH:6][c:7]([O:10][C:11]([CH2:12][O:13][CH2:14][c:15]2[cH:16][cH:17][cH:18][cH:19][cH:20]2)=[O:21])[cH:8][cH:9]1)=[O:22].[CH3:25][OH:26].[H:23][H:24]>>[CH3:1][O:2][C:3]([c:4]1[cH:5][cH:6][c:7]([O:10][C:11]([CH2:12][OH:13])=[O:21])[cH:8][cH:9]1)=[O:22]. The reactants are COC(=O)c1ccc(OC(=O)COCc2ccccc2)cc1, CO, [H][H]. The reactants are COC1=C(C=C2C(=N1)C(=CN2C)C2=CC=1C(=NC=CC1CNCC1=CC=C(C=C1)N1CCN(CC1)C)N2S(=O)(=O)C2=CC=C(C=C2)C)OC ([2-(5,6-dimethoxy-1-methyl-1H-pyrrolo[3,2-b]pyridin-3-yl)-1-(toluene-4-sulfonyl)-1H-pyrrolo[2,3-b]pyridin-4-ylmethyl]-[4-(4-methyl-piperazin-1-yl)benzyl]amine), [OH-].[K+] (potassium hydroxide). The product is COC1=C(C=C2C(=N1)C(=CN2C)C2=CC=1C(=NC=CC1CNCC1=CC=C(C=C1)N1CCN(CC1)C)N2)OC ([2-(5,6-dimethoxy-1-methyl-1H-pyrrolo[3,2-b]pyridin-3-yl)-1H-pyrrolo[2,3-b]pyridin-4-ylmethyl]-[4-(4-methyl-piperazin-1-yl)-benzyl]amine). Isolated yield 12.9%. RXN SMILES: [CH3:1][O:2][C:3]1[N:8]=[C:7]2[C:9]([C:13]3[N:37](S(C4C=CC(C)=CC=4)(=O)=O)[C:16]4=[N:17][CH:18]=[CH:19][C:20]([CH2:21][NH:22][CH2:23][C:24]5[CH:29]=[CH:28][C:27]([N:30]6[CH2:35][CH2:34][N:33]([CH3:36])[CH2:32][CH2:31]6)=[CH:26][CH:25]=5)=[C:15]4[CH:14]=3)=[CH:10][N:11]([CH3:12])[C:6]2=[CH:5][C:4]=1[O:48][CH3:49].[OH-].[K+]>>[CH3:1][O:2][C:3]1[N:8]=[C:7]2[C:9]([C:13]3[NH:37][C:16]4=[N:17][CH:18]=[CH:19][C:20]([CH2:21][NH:22][CH2:23][C:24]5[CH:25]=[CH:26][C:27]([N:30]6[CH2:31][CH2:32][N:33]([CH3:36])[CH2:34][CH2:35]6)=[CH:28][CH:29]=5)=[C:15]4[CH:14]=3)=[CH:10][N:11]([CH3:12])[C:6]2=[CH:5][C:4]=1[O:48][CH3:49] |f:1.2|. Procedure: The product is prepared by following the procedure described in example 34, stage (k), starting with 0.08 g of [2-(5,6-dimethoxy-1-methyl-1H-pyrrolo[3,2-b]pyridin-3-yl)-1-(toluene-4-sulfonyl)-1H-pyrrolo[2,3-b]pyridin-4-ylmethyl]-[4-(4-methyl-piperazin-1-yl)benzyl]amine instead of the cyclopropyl-[2-(5,6-dimethoxy-1-methyl-1H-pyrrolo[3,2-b]pyridin-3-yl)-1-(toluene-4-sulfonyl)-1H-pyrrolo[2,3-b]pyridin-4-ylmethyl]amine used in example 34, stage (k) and 0.471 cm3 of 5N potassium hydroxide. 0.008 g o... Starting materials: ClC1=CC=C(C=2N3C(=NC21)N(CCC3)C3=C(C=C(C=C3)Cl)Cl)C(C(C(F)(F)F)O)CC (3-[9-chloro-1-(2,4-dichlorophenyl)-1,2,3,4-tetrahydropyrimido[1,2-a]benzimidazol-6-yl]-1,1,1-trifluoropentan-2-ol), CC(=O)OI1(C=2C=CC=CC2C(=O)O1)(OC(=O)C)OC(=O)C (Dess-Martin reagent). Run in C(C)#N (acetonitrile). Run at time 1 hour. Yields the product ClC1=CC=C(C=2N3C(=NC21)N(CCC3)C3=C(C=C(C=C3)Cl)Cl)C(C(C(F)(F)F)=O)CC (3-[9-Chloro-1-(2,4-dichlorophenyl)-1,2,3,4-tetrahydropyrimido[1,2-a]benzimidazol-6-yl]-1,1,1-trifluoropentan-2-one). Reaction SMILES: [Cl:1][C:2]1[C:10]2[N:9]=[C:8]3[N:11]([C:15]4[CH:20]=[CH:19][C:18]([Cl:21])=[CH:17][C:16]=4[Cl:22])[CH2:12][CH2:13][CH2:14][N:7]3[C:6]=2[C:5]([CH:23]([CH2:30][CH3:31])[CH:24]([OH:29])[C:25]([F:28])([F:27])[F:26])=[CH:4][CH:3]=1.CC(OI1(OC(C)=O)(OC(C)=O)OC(=O)C2C=CC=CC1=2)=O>C(#N)C>[Cl:1][C:2]1[C:10]2[N:9]=[C:8]3[N:11]([C:15]4[CH:20]=[CH:19][C:18]([Cl:21])=[CH:17][C:16]=4[Cl:22])[CH2:12][CH2:13][CH2:14][N:7]3[C:6]=2[C:5]([CH:23]([CH2:30][CH3:31])[C:24](=[O:29])[C:25]([F:26])([F:27])[F:28])=[CH:4][CH:3]=1. Reported procedure: To a stirred solution of 3-[9-chloro-1-(2,4-dichlorophenyl)-1,2,3,4-tetrahydropyrimido[1,2-a]benzimidazol-6-yl]-1,1,1-trifluoropentan-2-ol (47.4 mg, 0.0961 mmol) in acetonitrile (0.6 mL) was added Dess-Martin reagent (48.9 mg, 0.115 mmol) at room temperature. After 1 h, the reaction mixture was concentrated in vacuo and purified by flash column chromatography on NH silica gel eluting with a 0-10% methanol/ethyl acetate gradient mixture to give the title compound as a colorless amorphous (33.3 mg... The reactants are N(C(=O)C)C1=CC=C(C=C1)OC (4-acetaminoanisole), BrBr (bromine), ice water, OS(=O)[O-].[Na+] (NaHSO3). The solvent is C(C)(=O)O (acetic acid). Conditions: time 1 hour. The product is BrC1=C(C=CC(=C1)NC(=O)C)OC (2-Bromo-4-acetaminoanisole). Yield: 69.0%. RXN SMILES: [NH:1]([C:5]1[CH:10]=[CH:9][C:8]([O:11][CH3:12])=[CH:7][CH:6]=1)[C:2]([CH3:4])=[O:3].[Br:13]Br.OS([O-])=O.[Na+]>C(O)(=O)C>[Br:13][C:9]1[CH:10]=[C:5]([NH:1][C:2]([CH3:4])=[O:3])[CH:6]=[CH:7][C:8]=1[O:11][CH3:12] |f:2.3|. Procedure details: To a solution of 10.0 g (60.5 mmol) of 4-acetaminoanisole (5) in 80 mL of acetic acid, was added dropwise 11.6 g (72.7 mmol) of bromine and maintaining internal temperature of the reaction below 50° C. After stirring for 1 h, the reaction mixture was poured into 400 mL of ice-water containing 1.2 g of NaHSO3. The mixture was stirred until yellow-red color disappeared and left at room temperature for overnight. The solid (product) was filtered, dried under vacuum at 70° C., and crystallized from ... The reactants are aqueous solution, [OH-].[Na+] (sodium hydroxide), Cl.O=S1(CCNCC1)=O (1,1-dioxothiomorpholine hydrochloride), CNC(=O)N1C=CC2=CC(=CC=C12)OC1=CC(=NC=C1)N(C(OC1=CC=CC=C1)=O)C(=O)OC1=CC=CC=C1 (Phenyl N-(4-(1-(methylamino)carbonyl-1H-indol-5-yloxy)-pyridin-2-yl)-N-(phenoxycarbonyl)carbamate). The solvent is CN(C=O)C (N,N-dimethylformamide). Conditions: time 5 hour. Yields the product CNC(=O)N1C=CC2=CC(=CC=C12)OC1=CC(=NC=C1)NC(=O)N1CCS(CC1)(=O)=O (N1-Methyl-5-(2-((1,1-dioxothiomorpholin-4-ylcarbonyl)amino)pyridin-4-yloxy)-1H-1-indolecarboxamide). The yield is 81.3%. RXN SMILES: [CH3:1][NH:2][C:3]([N:5]1[C:13]2[C:8](=[CH:9][C:10]([O:14][C:15]3[CH:20]=[CH:19][N:18]=[C:17]([N:21](C(OC4C=CC=CC=4)=O)[C:22](=O)[O:23]C4C=CC=CC=4)[CH:16]=3)=[CH:11][CH:12]=2)[CH:7]=[CH:6]1)=[O:4].[OH-].[Na+].Cl.[O:43]=[S:44]1(=[O:50])[CH2:49][CH2:48][NH:47][CH2:46][CH2:45]1>CN(C)C=O>[CH3:1][NH:2][C:3]([N:5]1[C:13]2[C:8](=[CH:9][C:10]([O:14][C:15]3[CH:20]=[CH:19][N:18]=[C:17]([NH:21][C:22]([N:47]4[CH2:48][CH2:49][S:44](=[O:50])(=[O:43])[CH2:45][CH2:46]4)=[O:23])[CH:16]=3)=[CH:11][CH:12]=2)[CH:7]=[CH:6]1)=[O:4] |f:1.2,3.4|. Reported procedure: Phenyl N-(4-(1-(methylamino)carbonyl-1H-indol-5-yloxy)-pyridin-2-yl)-N-(phenoxycarbonyl)carbamate (150 mg, 0.278 mmol, Production example 5-2) was dissolved in N,N-dimethylformamide (1.5 ml); 5N aqueous solution of sodium hydroxide (0.29 ml) and 1,1-dioxothiomorpholine hydrochloride (246 mg, 1.44 mmol) were added thereto; and the reaction mixture was stirred at room temperature for 5 hours. The reaction mixture was partitioned between ethyl acetate and water. The organic layer was dried over anh...